From a dataset of the Open Reaction Database (ORD), a public repository of structured organic reaction records. describe an organic reaction: reactants, conditions, products, and yield Reactants: C1CCOC1, C1CCCCC1, CCOCC, [Cl-], [K+], N#N, O=C(O)CC(O)(CC(=O)O)C(=O)O, Oc1c[nH]c(-c2ccc(Cl)cc2)c1, Cc1ccc(S(=O)(=O)NC(C)C(=O)Cl)cc1, Cc1ccccc1, c1ccncc1. The product is Cc1ccc(S(=O)(=O)NC(C)C(=O)Oc2c[nH]c(-c3ccc(Cl)cc3)c2)cc1. Reaction SMILES: [CH2:53]1[O:54][CH2:55][CH2:56][CH2:57]1.[CH2:58]1[CH2:59][CH2:60][CH2:61][CH2:62][CH2:63]1.[CH3:71][CH2:72][O:73][CH2:74][CH3:75].[Cl-:51].[K+:52].[N:1]#[N:2].[OH:38][C:39]([CH2:40][C:41]([C:42](=[O:43])[OH:44])([CH2:45][C:46](=[O:47])[OH:48])[OH:49])=[O:50].[OH:9][c:10]1[cH:11][nH:12][c:13](-[c:15]2[cH:16][cH:17][c:18]([Cl:21])[cH:19][cH:20]2)[cH:14]1.[S:22](=[O:23])(=[O:24])([c:25]1[cH:26][cH:27][c:28]([CH3:29])[cH:30][cH:31]1)[NH:32][CH:33]([CH3:34])[C:35](=[O:36])[Cl:37].[c:64]1([CH3:65])[cH:66][cH:67][cH:68][cH:69][cH:70]1.[cH:3]1[cH:4][cH:5][n:6][cH:7][cH:8]1>>[O:9]([c:10]1[cH:11][nH:12][c:13](-[c:15]2[cH:16][cH:17][c:18]([Cl:21])[cH:19][cH:20]2)[cH:14]1)[C:35]([CH:33]([NH:32][S:22](=[O:23])(=[O:24])[c:25]1[cH:26][cH:27][c:28]([CH3:29])[cH:30][cH:31]1)[CH3:34])=[O:36]. The reactants are [N+](=O)([O-])[O-].[K+] (Potassium nitrate), NC1=CC=CC=2CCOC21 (7-amino-2,3-dihydrobenzofuran), [OH-].[Na+] (NaOH). Solvent: S(O)(O)(=O)=O (sulphuric acid). Reaction conditions: time 2 hour. Product: NC1=CC(=CC=2CCOC21)[N+](=O)[O-] (7-amino-5-nitro-2,3-dihydrobenzofuran). The yield is 75.8%. Reaction SMILES: [N+:1]([O-:4])([O-])=[O:2].[K+].[NH2:6][C:7]1[C:15]2[O:14][CH2:13][CH2:12][C:11]=2[CH:10]=[CH:9][CH:8]=1.[OH-].[Na+]>S(=O)(=O)(O)O>[NH2:6][C:7]1[C:15]2[O:14][CH2:13][CH2:12][C:11]=2[CH:10]=[C:9]([N+:1]([O-:4])=[O:2])[CH:8]=1 |f:0.1,3.4|. Procedure: Potassium nitrate (8.6 g) was added portionwise over 1/2 h to a solution of 7-amino-2,3-dihydrobenzofuran (D3) (10 g) in concentrated sulphuric acid (75 ml) at 5°-10° C. The resulting solution was stirred for a further 2 h, then added to ice, basified with 40% NaOH, and extracted into ethyl acetate. The organic phase was dried (Na2SO4) and the solvent evaporated under reduced pressure to give the title compound (10.1 g, 76%) as a red/brown foam. Starting materials: CC(=O)O, CC(=O)O, CS(C)=O, Clc1ncccn1, Cn1cc(C2=C(c3cn(CCCN)c4ccccc34)C(=O)NC2=O)c2ccccc21, [Na+], [Na+], O=C([O-])[O-], O. Yields the product Cn1cc(C2=C(c3cn(CCCNc4ncccn4)c4ccccc34)C(=O)NC2=O)c2ccccc21. As a reaction SMILES: [C:1]([OH:2])(=[O:3])[CH3:4].[CH3:35][C:36](=[O:37])[OH:38].[CH3:52][S:53]([CH3:54])=[O:55].[Cl:39][c:40]1[n:41][cH:42][cH:43][cH:44][n:45]1.[NH2:5][CH2:6][CH2:7][CH2:8][n:9]1[cH:10][c:11]([C:18]2=[C:22]([c:23]3[cH:24][n:25]([CH3:32])[c:26]4[cH:27][cH:28][cH:29][cH:30][c:31]34)[C:21](=[O:33])[NH:20][C:19]2=[O:34])[c:12]2[cH:13][cH:14][cH:15][cH:16][c:17]12.[Na+:46].[Na+:47].[O-:48][C:49](=[O:50])[O-:51].[OH2:56]>>[NH:5]([CH2:6][CH2:7][CH2:8][n:9]1[cH:10][c:11]([C:18]2=[C:22]([c:23]3[cH:24][n:25]([CH3:32])[c:26]4[cH:27][cH:28][cH:29][cH:30][c:31]34)[C:21](=[O:33])[NH:20][C:19]2=[O:34])[c:12]2[cH:13][cH:14][cH:15][cH:16][c:17]12)[c:40]1[n:41][cH:42][cH:43][cH:44][n:45]1. Reactants: NC([C@H](C)NC1=NC(=NC(=C1)C(N)=O)C=1C=CC(=C(C(=O)OC)C1)OC1=CC=C(C=C1)F)=O ((S)-methyl 5-(4-((1-amino-1-oxopropan-2-yl)amino)-6-carbamoylpyrimidin-2-yl)-2-(4-fluorophenoxy)benzoate), [BH4-].[Na+] (NaBH4). Run in C(C)O (ethyl alcohol). Run at time 2 hour. Yields the product FC1=CC=C(OC2=C(C=C(C=C2)C2=NC=CC(=N2)C(=O)N)CO)C=C1 (2-(4-(4-fluorophenoxy)-3-(hydroxymethyl)phenyl)pyrimidine-4-carboxamide). Yield: 63.6%. RXN SMILES: NC(=O)[C@@H](N[C:6]1[CH:11]=[C:10]([C:12](=[O:14])[NH2:13])[N:9]=[C:8]([C:15]2[CH:16]=[CH:17][C:18]([O:25][C:26]3[CH:31]=[CH:30][C:29]([F:32])=[CH:28][CH:27]=3)=[C:19]([CH:24]=2)[C:20](OC)=[O:21])[N:7]=1)C.[BH4-].[Na+]>C(O)C>[F:32][C:29]1[CH:30]=[CH:31][C:26]([O:25][C:18]2[CH:17]=[CH:16][C:15]([C:8]3[N:9]=[C:10]([C:12]([NH2:13])=[O:14])[CH:11]=[CH:6][N:7]=3)=[CH:24][C:19]=2[CH2:20][OH:21])=[CH:27][CH:28]=1 |f:1.2|. Reported procedure: To a solution of (S)-methyl 5-(4-((1-amino-1-oxopropan-2-yl)amino)-6-carbamoylpyrimidin-2-yl)-2-(4-fluorophenoxy)benzoate (50 mg, 0.11 mmol) in ethyl alcohol (1 mL) at room temperature was added NaBH4 (21 mg, 0.55 mmol). The mixture was stirred at room temperature for 2 h and quenched with addition of MeOH. The mixture was poured onto silica gel and purified via chromatography with 0 to 20% MeOH in CH2CH2 to provide (S)-6-(1-amino-1-oxopropan-2-yl)amino)-2-(4-(4-fluorophenoxy)-3-(hydroxymethyl)p... Starting materials: CCCBr, [I-], O=C1CC(=O)N(c2ccccc2)c2cc(Cl)ccc2N1. Product: CCCN1C(=O)CC(=O)N(c2ccccc2)c2cc(Cl)ccc21. Reaction SMILES: [CH2:1]([CH2:2][CH3:3])[Br:4].[I-:5].[c:6]1([N:12]2[C:13](=[O:25])[CH2:14][C:15](=[O:24])[NH:16][c:17]3[c:18]2[cH:19][c:20]([Cl:23])[cH:21][cH:22]3)[cH:7][cH:8][cH:9][cH:10][cH:11]1>>[CH2:1]([CH2:2][CH3:3])[N:16]1[C:15](=[O:24])[CH2:14][C:13](=[O:25])[N:12]([c:6]2[cH:7][cH:8][cH:9][cH:10][cH:11]2)[c:18]2[c:17]1[cH:22][cH:21][c:20]([Cl:23])[cH:19]2. The reactants are ClC1=CC(=NC=N1)N1CCC(CC1)C1CCN(CC1)C(=O)OC(C)(C)C (tert-butyl 1′-(6-chloropyrimidin-4-yl)-4,4′-bipiperidine-1-carboxylate), N1N=CN=C1 (1,2,4-triazole), C([O-])([O-])=O.[Cs+].[Cs+] (cesium carbonate). Run in CN1CCCC1=O (NMP), C(C)(=O)OCC (ethyl acetate). Run at temperature 140 celsius. Yields the product N1(N=CN=C1)C1=CC(=NC=N1)N1CCC(CC1)C1CCN(CC1)C(=O)OC(C)(C)C (tert-butyl 1′-[6-(1H-1,2,4-triazol-1-yl)pyrimidin-4-yl]-4,4′-bipiperidine-1-carboxylate). As a reaction SMILES: Cl[C:2]1[N:7]=[CH:6][N:5]=[C:4]([N:8]2[CH2:13][CH2:12][CH:11]([CH:14]3[CH2:19][CH2:18][N:17]([C:20]([O:22][C:23]([CH3:26])([CH3:25])[CH3:24])=[O:21])[CH2:16][CH2:15]3)[CH2:10][CH2:9]2)[CH:3]=1.[NH:27]1[CH:31]=[N:30][CH:29]=[N:28]1.C(=O)([O-])[O-].[Cs+].[Cs+]>CN1C(=O)CCC1.C(OCC)(=O)C>[N:27]1([C:2]2[N:7]=[CH:6][N:5]=[C:4]([N:8]3[CH2:13][CH2:12][CH:11]([CH:14]4[CH2:19][CH2:18][N:17]([C:20]([O:22][C:23]([CH3:26])([CH3:25])[CH3:24])=[O:21])[CH2:16][CH2:15]4)[CH2:10][CH2:9]3)[CH:3]=2)[CH:31]=[N:30][CH:29]=[N:28]1 |f:2.3.4|. Procedure: The tert-butyl 1′-(6-chloropyrimidin-4-yl)-4,4′-bipiperidine-1-carboxylate (190 mg, 0.50 mmol), 1,2,4-triazole (69 mg, 1.0 mmol), cesium carbonate (488 mg, 1.5 mmol) were added in NMP (5 mL) and heated to 140° C. for 1.5 hours. The reaction crude were cooled down to r.t. and diluted with ethyl acetate (10 mL), washed with water (5 mL, ×1) and brine (5 mL, ×1). The organic phase was dried over magnesium sulfate, filtered and concentrated on rotavapor. The crude mixture was purified by preparative...